Dataset: the Open Reaction Database (ORD), a public repository of structured organic reaction records. Task: describe an organic reaction: reactants, conditions, products, and yield Reactants: CS, CS(=O)(=O)c1c(C(=O)O)ccc(Cl)c1F, [Li+], CN(C)C=O, [OH-], O, O. Product: CSc1c(Cl)ccc(C(=O)O)c1S(C)(=O)=O. Reaction SMILES: [CH3:4][SH:5].[Cl:6][c:7]1[c:8]([F:20])[c:9]([S:16](=[O:17])(=[O:18])[CH3:19])[c:10]([C:11](=[O:12])[OH:13])[cH:14][cH:15]1.[Li+:3].[O:22]=[CH:23][N:24]([CH3:25])[CH3:26].[OH-:2].[OH2:1].[OH2:21]>>[CH3:4][S:5][c:8]1[c:7]([Cl:6])[cH:15][cH:14][c:10]([C:11](=[O:12])[OH:13])[c:9]1[S:16](=[O:17])(=[O:18])[CH3:19].